describe an organic reaction: reactants, conditions, products, and yield From a dataset of the Open Reaction Database (ORD), a public repository of structured organic reaction records. Starting materials: [Li]C(C)(C)C (tBuLi), BrC=1C=CC=C2CCCC(C12)NC1=C(C=CC=C1)C ((8-bromo-1,2,3,4-tetrahydronaphthalen-1-yl)(2-methylphenyl)amine), C1CCOC1 (THF), [Li]CCCC (nBuLi), C(C)(C)OB1OC(C(O1)(C)C)(C)C (2-isopropoxy-4,4,5,5-tetramethyl-1,3,2-dioxaborolane). Solvent: CCCCC (pentane), hexanes. Reaction conditions: time 1 hour. Product: CC1(OB(OC1(C)C)C=1C=CC=C2CCCC(C12)NC1=C(C=CC=C1)C)C (8-(4,4,5,5-tetramethyl-1,3,2-dioxaborolan-2-yl)-N-(o-tolyl)-1,2,3,4-tetrahydronaphthalen-1-amine). Reaction SMILES: Br[C:2]1[CH:3]=[CH:4][CH:5]=[C:6]2[C:11]=1[CH:10]([NH:12][C:13]1[CH:18]=[CH:17][CH:16]=[CH:15][C:14]=1[CH3:19])[CH2:9][CH2:8][CH2:7]2.C1COCC1.[Li]CCCC.[Li]C(C)(C)C.C(O[B:39]1[O:43][C:42]([CH3:45])([CH3:44])[C:41]([CH3:47])([CH3:46])[O:40]1)(C)C>CCCCC>[CH3:46][C:41]1([CH3:47])[C:42]([CH3:45])([CH3:44])[O:43][B:39]([C:2]2[CH:3]=[CH:4][CH:5]=[C:6]3[C:11]=2[CH:10]([NH:12][C:13]2[CH:18]=[CH:17][CH:16]=[CH:15][C:14]=2[CH3:19])[CH2:9][CH2:8][CH2:7]3)[O:40]1. Reported procedure: To a solution of 30.8 g (97.5 mmol) (8-bromo-1,2,3,4-tetrahydronaphthalen-1-yl)(2-methylphenyl)amine in 500 ml THF 39.0 ml (97.5 mmol) of 2.5M nBuLi in hexanes was added at −80° C. in argon atmosphere. The resulting mixture and stirred for 1 h at this temperature, and then 125 ml (200 mmol) of 1.7M tBuLi in pentane was added. The obtained mixture was stirred for 1 h at the same temperature. Further on, 36.3 g (195 mmol) of 2-isopropoxy-4,4,5,5-tetramethyl-1,3,2-dioxaborolane was added. After tha... Starting materials: CC(C)c1cc(S(N)(=O)=O)c(C(C)C)cc1CBr, CS(C)=O, N#C[Na], O. Yields the product CC(C)c1cc(S(N)(=O)=O)c(C(C)C)cc1CC#N. RXN SMILES: [Br:1][CH2:2][c:3]1[cH:4][c:5]([CH:16]([CH3:17])[CH3:18])[c:6]([S:12](=[O:13])(=[O:14])[NH2:15])[cH:7][c:8]1[CH:9]([CH3:10])[CH3:11].[CH3:19][S:20]([CH3:21])=[O:22].[Na:23][C:24]#[N:25].[OH2:26]>>[CH2:2]([c:3]1[cH:4][c:5]([CH:16]([CH3:17])[CH3:18])[c:6]([S:12](=[O:13])(=[O:14])[NH2:15])[cH:7][c:8]1[CH:9]([CH3:10])[CH3:11])[C:24]#[N:25].